From a dataset of the Open Reaction Database (ORD), a public repository of structured organic reaction records. describe an organic reaction: reactants, conditions, products, and yield Reactants: CC(CO)CBr, O=C([O-])[O-], CC#N, [Cs+], [Cs+], O=C1COc2ccccc2N1. Product: CC(CO)CN1C(=O)COc2ccccc21. Reaction SMILES: [Br:12][CH2:13][CH:14]([CH2:15][OH:16])[CH3:17].[C:18](=[O:19])([O-:20])[O-:21].[CH3:24][C:25]#[N:26].[Cs+:22].[Cs+:23].[O:1]1[CH2:2][C:3](=[O:11])[NH:4][c:5]2[c:6]1[cH:7][cH:8][cH:9][cH:10]2>>[O:1]1[CH2:2][C:3](=[O:11])[N:4]([CH2:13][CH:14]([CH2:15][OH:16])[CH3:17])[c:5]2[c:6]1[cH:7][cH:8][cH:9][cH:10]2. Reactants: C(C)(C)(C)OC(=O)N1[C@@H](C(N(C(C1)C1=CC(=CC(=C1)F)F)CC(=O)O)=O)CC1CCCCCC1 (2-((3R)-4-(tert-butoxycarbonyl)-3-(cycloheptylmethyl)-6-(3,5-difluorophenyl)-2-oxopiperazin-1-yl)ethanoic acid), NC=1C=C2C[C@]3(C(NC4=NC=CC=C43)=O)CC2=CC1 ((R)-5-amino-1,3-dihydrospiro[inden-2,3′-pyrrolo[2,3-b]pyridin]-2′(1′H)-one), Cl.C(C)N=C=NCCCN(C)C (1-ethyl-3-(3-dimethylaminopropyl)-carbodiimide hydrochloride), C=1C=CC2=C(C1)N=NN2O (HOBT), TEA. Solvent: CN(C)C=O (DMF). Conditions: temperature 50 celsius, time 2 hour. The product is C1(CCCCCC1)C[C@@H]1C(N(C(CN1)C1=CC(=CC(=C1)F)F)CC(=O)NC=1C=C2C[C@]3(C(NC4=NC=CC=C43)=O)CC2=CC1)=O (2-((3R)-3-(cycloheptylmethyl)-6-(3,5-difluorophenyl)-2-oxopiperazin-1-yl)-N-((R)-2′-oxo-1,1′,2′,3-tetrahydrospiro[inden-2,3′-pyrrolo[2,3-b]pyridin]-5-yl)acetamide). Reaction SMILES: C(OC([N:8]1[CH2:13][CH:12]([C:14]2[CH:19]=[C:18]([F:20])[CH:17]=[C:16]([F:21])[CH:15]=2)[N:11]([CH2:22][C:23](O)=[O:24])[C:10](=[O:26])[C@H:9]1[CH2:27][CH:28]1[CH2:34][CH2:33][CH2:32][CH2:31][CH2:30][CH2:29]1)=O)(C)(C)C.[NH2:35][C:36]1[CH:37]=[C:38]2[C:51](=[CH:52][CH:53]=1)[CH2:50][C@:40]1([C:48]3[C:43](=[N:44][CH:45]=[CH:46][CH:47]=3)[NH:42][C:41]1=[O:49])[CH2:39]2.Cl.C(N=C=NCCCN(C)C)C.C1C=CC2N(O)N=NC=2C=1>CN(C=O)C>[CH:28]1([CH2:27][C@H:9]2[NH:8][CH2:13][CH:12]([C:14]3[CH:15]=[C:16]([F:21])[CH:17]=[C:18]([F:20])[CH:19]=3)[N:11]([CH2:22][C:23]([NH:35][C:36]3[CH:37]=[C:38]4[C:51](=[CH:52][CH:53]=3)[CH2:50][C@:40]3([C:48]5[C:43](=[N:44][CH:45]=[CH:46][CH:47]=5)[NH:42][C:41]3=[O:49])[CH2:39]4)=[O:24])[C:10]2=[O:26])[CH2:29][CH2:30][CH2:31][CH2:32][CH2:33][CH2:34]1 |f:2.3|. Procedure: 0.20 g (0.42 mmol) 2-((3R)-4-(tert-butoxycarbonyl)-3-(cycloheptylmethyl)-6-(3,5-difluorophenyl)-2-oxopiperazin-1-yl)ethanoic acid (isomer 3.1.1.1), 0.11 g (0.45 mmol) (R)-5-amino-1,3-dihydrospiro[inden-2,3′-pyrrolo[2,3-b]pyridin]-2′(1′H)-one, 0.11 g (0.55 mmol) 1-ethyl-3-(3-dimethylaminopropyl)-carbodiimide hydrochloride, 74 mg (0.55 mmol) HOBT, 0.06 ml (0.45 mmol) TEA and 2.0 ml DMF were stirred overnight at RT. The reaction mixture was concentrated by rotary evaporation. The residue was stirre... Starting materials: C(C)OC1=CC=C(C=C1)C(CO)C(F)(F)F (2-(4-ethoxyphenyl)-3,3,3-trifluoropropanol), BrC1=CC=C(OC=2C=C(CBr)C=CC2)C=C1 (3-(4-bromophenoxy)benzyl bromide), HCl ice water, [H-].[Na+] (sodium hydride). The solvent is C1CCOC1 (THF), C1CCOC1 (THF). Product: BrC1=CC=C(OC=2C=C(COCC(C(F)(F)F)C3=CC=C(C=C3)OCC)C=CC2)C=C1 (2-(4-ethoxyphenyl)-3,3,3-trifluoropropyl 3-(4-bromophenoxy)benzyl ether). The yield is 30.8%. Reaction SMILES: [H-].[Na+].[CH2:3]([O:5][C:6]1[CH:11]=[CH:10][C:9]([CH:12]([C:15]([F:18])([F:17])[F:16])[CH2:13][OH:14])=[CH:8][CH:7]=1)[CH3:4].[Br:19][C:20]1[CH:34]=[CH:33][C:23]([O:24][C:25]2[CH:26]=[C:27]([CH:30]=[CH:31][CH:32]=2)[CH2:28]Br)=[CH:22][CH:21]=1>C1COCC1>[Br:19][C:20]1[CH:34]=[CH:33][C:23]([O:24][C:25]2[CH:26]=[C:27]([CH:30]=[CH:31][CH:32]=2)[CH2:28][O:14][CH2:13][CH:12]([C:9]2[CH:8]=[CH:7][C:6]([O:5][CH2:3][CH3:4])=[CH:11][CH:10]=2)[C:15]([F:16])([F:17])[F:18])=[CH:22][CH:21]=1 |f:0.1|. Procedure: Under a nitrogen atmosphere, 171 mg of sodium hydride (60% oil dispersion) was added to 20 ml of dry THF. A solution of 1.0 g of 2-(4-ethoxyphenyl)-3,3,3-trifluoropropanol and 1.30 g of 3-(4-bromophenoxy)benzyl bromide in 30 ml of dry THF was then added with ice-cooling, and the reaction solution was stirred with ice-cooling for 1 hour and at room temperature for 12 hours. Thereafter, the reaction mixture was poured into dilute HCl-ice water and extracted twice with diethyl ether. The ether laye...